Dataset: the Open Reaction Database (ORD), a public repository of structured organic reaction records. Task: describe an organic reaction: reactants, conditions, products, and yield Starting materials: CO, COC(=O)CCCN=[N+]=[N-], [Na+], [OH-]. Yields the product [N-]=[N+]=NCCCC(=O)O. RXN SMILES: [CH3:13][OH:14].[N:1](=[N+:2]=[N-:3])[CH2:4][CH2:5][CH2:6][C:7](=[O:8])[O:9][CH3:10].[Na+:12].[OH-:11]>>[N:1](=[N+:2]=[N-:3])[CH2:4][CH2:5][CH2:6][C:7](=[O:8])[OH:9].